describe an organic reaction: reactants, conditions, products, and yield From a dataset of the Open Reaction Database (ORD), a public repository of structured organic reaction records. Starting materials: F[B-](F)(F)F, CCCCCCNCc1ccccc1, COc1cc(CC(=O)O)ccc1O, CCN(C(C)C)C(C)C, CN(C)C=O, CN(C)C(On1nnc2ccccc21)=[N+](C)C. Product: CCCCCCN(Cc1ccccc1)C(=O)Cc1ccc(O)c(OC)c1. Reaction SMILES: [B-:28]([F:29])([F:30])([F:31])[F:32].[CH2:14]([CH2:15][CH2:16][CH2:17][CH2:18][CH3:19])[NH:20][CH2:21][c:22]1[cH:23][cH:24][cH:25][cH:26][cH:27]1.[CH3:1][O:2][c:3]1[cH:4][c:5]([CH2:6][C:7]([OH:8])=[O:9])[cH:10][cH:11][c:12]1[OH:13].[CH:50]([N:51]([CH2:52][CH3:53])[CH:54]([CH3:55])[CH3:56])([CH3:57])[CH3:58].[O:59]=[CH:60][N:61]([CH3:62])[CH3:63].[n:33]1([O:34][C:35]([N:36]([CH3:37])[CH3:38])=[N+:39]([CH3:40])[CH3:41])[c:42]2[cH:43][cH:44][cH:45][cH:46][c:47]2[n:48][n:49]1>>[CH3:1][O:2][c:3]1[cH:4][c:5]([CH2:6][C:7](=[O:9])[N:20]([CH2:14][CH2:15][CH2:16][CH2:17][CH2:18][CH3:19])[CH2:21][c:22]2[cH:23][cH:24][cH:25][cH:26][cH:27]2)[cH:10][cH:11][c:12]1[OH:13]. Starting materials: S(=O)(Cl)Cl (thionyl chloride), CN(C)C=O (DMF), IC=1C=C(C(=O)O)C=CC1C (3-Iodo-4-methylbenzoic acid). The solvent is C1CCOC1 (THF). Yields the product IC=1C=C(C(=O)Cl)C=CC1C (3-iodo-4-methylbenzoyl chloride). Procedure details: 3-Iodo-4-methylbenzoic acid (9.84 g) was dissolved in THF (50 ml) and thionyl chloride (4 ml) and DMF (0.05 ml) were added. The mixture was heated under ref lux for 3 hrs. The reaction mixture was concentrated under reduced pressure to give 3-iodo-4-methylbenzoyl chloride (10.18 g) as a brown powder. Then, by the reaction in the same manner as in Example 26-i), the title compound (3.47 g) was obtained from a solution of 3-iodo-4-methylbenzoyl chloride (4.00 g) and methylamine in THF (2M, 30 ml) ... As a reaction SMILES: [I:1][C:2]1[CH:3]=[C:4]([CH:8]=[CH:9][C:10]=1[CH3:11])[C:5](O)=[O:6].S(Cl)([Cl:14])=O.CN(C=O)C>C1COCC1>[I:1][C:2]1[CH:3]=[C:4]([CH:8]=[CH:9][C:10]=1[CH3:11])[C:5]([Cl:14])=[O:6]. The reactants are C(C)(C)(C)C1=CC(=NO1)NC(=O)C1N(C(CC1)=O)C1=CC=C(C=C1)COC (1-(4-Methoxymethyl-phenyl)-5-oxo-pyrrolidine-2-carboxylic acid (5-tert-butyl-isoxazol-3-yl)-amide), C(C)S (ethanethiol), [Cl-].[Cl-].[Cl-].[Al+3] (aluminum trichloride). Run in O (water). Conditions: temperature 0 celsius, time 3 hour. Yields the product C(C)(C)(C)C1=CC(=NO1)NC(=O)C1N(C(CC1)=O)C1=CC=C(C=C1)CO (1-(4-Hydroxymethyl-phenyl)-5-oxo-pyrrolidine-2-carboxylic acid (5-tert-butyl-isoxazol-3-yl)-amide). As a reaction SMILES: [C:1]([C:5]1[O:9][N:8]=[C:7]([NH:10][C:11]([CH:13]2[CH2:17][CH2:16][C:15](=[O:18])[N:14]2[C:19]2[CH:24]=[CH:23][C:22]([CH2:25][O:26]C)=[CH:21][CH:20]=2)=[O:12])[CH:6]=1)([CH3:4])([CH3:3])[CH3:2].C(S)C.[Cl-].[Cl-].[Cl-].[Al+3]>O>[C:1]([C:5]1[O:9][N:8]=[C:7]([NH:10][C:11]([CH:13]2[CH2:17][CH2:16][C:15](=[O:18])[N:14]2[C:19]2[CH:20]=[CH:21][C:22]([CH2:25][OH:26])=[CH:23][CH:24]=2)=[O:12])[CH:6]=1)([CH3:4])([CH3:2])[CH3:3] |f:2.3.4.5|. Reported procedure: 1-(4-Methoxymethyl-phenyl)-5-oxo-pyrrolidine-2-carboxylic acid (5-tert-butyl-isoxazol-3-yl)-amide (0.130 g; 0.350 mmol) is diluted with ethanethiol (1.988 mL; 26.880 mmol) and cooled to 0° C. To this solution is added aluminum trichloride (0.793 g; 5.950 mmol). The solution is stirred for 3 hours, slowly warming to room temperature. The solution is added dropwise to a solution of water containing concentrated hydrochloric acid. The aqueous is extracted with ethyl acetate. The organics are combin... The reactants are CC(=O)O, CCOC(C)=O, C=[N+]=[N-], Nc1cc(Br)cc(Br)c1C(=O)O. The product is COC(=O)c1c(N)cc(Br)cc1Br. Reaction SMILES: [CH3:16][C:17](=[O:18])[OH:19].[CH3:20][CH2:21][O:22][C:23](=[O:24])[CH3:25].[N+:13](=[N-:14])=[CH2:15].[NH2:1][c:2]1[c:3]([C:4](=[O:5])[OH:6])[c:7]([Br:12])[cH:8][c:9]([Br:11])[cH:10]1>>[NH2:1][c:2]1[c:3]([C:4]([O:5][CH3:15])=[O:6])[c:7]([Br:12])[cH:8][c:9]([Br:11])[cH:10]1.